Dataset: the Open Reaction Database (ORD), a public repository of structured organic reaction records. Task: describe an organic reaction: reactants, conditions, products, and yield Reactants: C1(CC1)S(=O)(=O)N (cyclopropanesulfonamide), C1CCC2=NCCCN2CC1 (DBU), C1(=CC=C(C=C1)[C@@]1(C[C@@H]2N(C([C@H](CCCCC\C=C/[C@H]3[C@](NC2=O)(C3)C(=O)O)NC(=O)OC(C)(C)C)=O)C1)SCCCC)C1=CC=CC=C1 ((2R,6S,13aS,14aR,16aS,Z)-2-(biphenyl-4-yl)-6-(tert-butoxycarbonylamino)-2-(butylthio)-5,16-dioxo-1,2,3,5,6,7,8,9,10,11,13a,14,14a,15,16,16a-hexadecahydrocyclopropa[e]pyrrolo[1,2-a][1,4]diazacyclopentadecine-14a-carboxylic acid), C1=CN(C=N1)C(=O)N2C=CN=C2 (CDI). Solvent: O1CCCC1 (tetrahydrofuran). Conditions: time 8 hour. The product is desired product, C1(=CC=C(C=C1)[C@@]1(C[C@@H]2N(C([C@H](CCCCC\C=C/[C@H]3[C@](NC2=O)(C3)C(NS(=O)(=O)C3CC3)=O)NC(OC(C)(C)C)=O)=O)C1)SCCCC)C1=CC=CC=C1 (tert-butyl (2R,6S,13aS,14aR,16aS,Z)-2-(biphenyl-4-yl)-2-(butylthio)-14a-(cyclopropylsulfonylcarbamoyl)-5,16-dioxo-1,2,3,5,6,7,8,9,10,11,13a,14,14a,15,16,16a-hexadecahydrocyclopropa[e]pyrrolo[1,2-a][1,4]diazacyclopentadecin-6-ylcarbamate). Isolated yield 63.6%. Reaction SMILES: [C:1]1([C:44]2[CH:49]=[CH:48][CH:47]=[CH:46][CH:45]=2)[CH:6]=[CH:5][C:4]([C@@:7]2([S:39][CH2:40][CH2:41][CH2:42][CH3:43])[CH2:38][N:10]3[C:11](=[O:37])[C@@H:12]([NH:29][C:30]([O:32][C:33]([CH3:36])([CH3:35])[CH3:34])=[O:31])[CH2:13][CH2:14][CH2:15][CH2:16][CH2:17][CH:18]=[CH:19][C@@H:20]4[CH2:25][C@@:21]4([C:26](O)=[O:27])[NH:22][C:23](=[O:24])[C@@H:9]3[CH2:8]2)=[CH:3][CH:2]=1.C1N=CN(C(N2C=NC=C2)=O)C=1.[CH:62]1([S:65]([NH2:68])(=[O:67])=[O:66])[CH2:64][CH2:63]1.C1CCN2C(=NCCC2)CC1>O1CCCC1>[C:1]1([C:44]2[CH:45]=[CH:46][CH:47]=[CH:48][CH:49]=2)[CH:6]=[CH:5][C:4]([C@@:7]2([S:39][CH2:40][CH2:41][CH2:42][CH3:43])[CH2:38][N:10]3[C:11](=[O:37])[C@@H:12]([NH:29][C:30](=[O:31])[O:32][C:33]([CH3:35])([CH3:34])[CH3:36])[CH2:13][CH2:14][CH2:15][CH2:16][CH2:17][CH:18]=[CH:19][C@@H:20]4[CH2:25][C@@:21]4([C:26](=[O:27])[NH:68][S:65]([CH:62]4[CH2:64][CH2:63]4)(=[O:67])=[O:66])[NH:22][C:23](=[O:24])[C@@H:9]3[CH2:8]2)=[CH:3][CH:2]=1. Reported procedure: A solution of (2R,6S,13aS,14aR,16aS,Z)-2-(biphenyl-4-yl)-6-(tert-butoxycarbonylamino)-2-(butylthio)-5,16-dioxo-1,2,3,5,6,7,8,9,10,11,13a,14,14a,15,16,16a-hexadecahydrocyclopropa[e]pyrrolo[1,2-a][1,4]diazacyclopentadecine-14a-carboxylic acid (15 mg, 0.022 mmol) and CDI (7.05 mg, 0.043 mmol) in tetrahydrofuran (1 mL) was heated to gentle reflux for 3 h. Cooled down to rt, cyclopropanesulfonamide (5.27 mg, 0.043 mmol) and DBU (9.83 μL, 0.065 mmol) were added and the reaction continued at r.t. overn... Reactants: CC[C@H](C)C(=O)O[C@H]1C[C@H](C=C2[C@H]1[C@H]([C@H](C=C2)C)CC[C@H](C[C@H](CC(=O)O)O)O)C (lovastatin acid), [OH-].[Na+] (NaOH), lactone, C1(=CC=CC=C1)C (toluene). Product: CC[C@H](C)C(=O)O[C@H]1C[C@H](C=C2[C@H]1[C@H]([C@H](C=C2)C)CC[C@@H]3C[C@H](CC(=O)O3)O)C (Lovastatin). Run at temperature 90 celsius. RXN SMILES: [CH3:1][CH2:2][C@@H:3]([C:5]([O:7][C@@H:8]1[C@@H:13]2[C@@H:14]([CH2:19][CH2:20][C@@H:21](O)[CH2:22][C@@H:23]([OH:28])[CH2:24][C:25]([OH:27])=[O:26])[C@@H:15]([CH3:18])[CH:16]=[CH:17][C:12]2=[CH:11][C@H:10]([CH3:30])[CH2:9]1)=[O:6])[CH3:4].C1(C)C=CC=CC=1.[OH-].[Na+]>O>[CH3:1][CH2:2][C@@H:3]([C:5]([O:7][C@@H:8]1[C@@H:13]2[C@@H:14]([CH2:19][CH2:20][C@H:21]3[O:26][C:25](=[O:27])[CH2:24][C@H:23]([OH:28])[CH2:22]3)[C@@H:15]([CH3:18])[CH:16]=[CH:17][C:12]2=[CH:11][C@H:10]([CH3:30])[CH2:9]1)=[O:6])[CH3:4] |f:2.3|. Procedure details: The lovastatin acid in the extract was converted into the lactone by heating it to 90° C. for 3 hours (yield of conversion was 99.2%). After cooling to room temperature, the toluene was mixed with 80 ml of water, while the pH was adjusted to pH=10 with NaOH. After separation of the layers, the toluene layer was mixed again with 80 ml of fresh water, while the pH was adjusted to pH=4 with sulfuric acid. After separation of the layers, the toluene layer was treated with 0.1 g of active coal, Norit... Solvent: O (water). Reactants: C(C)(C)(C)OC(=O)N1CCC(CC1)CN (1-(tert-butoxycarbonyl)piperidin-4-ylmethylamine), C(O)([O-])=O.[Na+] (sodium hydrogen carbonate), N=1C=C2C=C(SC3=CC=CC1N23)C(=O)O (5-thia-1,8b-diazaacenaphthylene-4-carboxylic acid), ON1C(CCC1=O)=O (N-hydroxysuccinimide), Cl.C(C)N=C=NCCCN(C)C (1-ethyl-3-(3-dimethylaminopropyl)carbodiimide hydrochloride). Run in C(C)N(CC)CC (triethylamine), C(C)#N (acetonitrile). Reaction conditions: time 6 hour. Yields the product C(C)(C)(C)OC(=O)N1CCC(CC1)CNC(=O)C1=CC2=CN=C3C=CC=C(S1)N32 (N-[1-(tert-butoxycarbonyl)piperidin-4-ylmethyl]-5-thia-1,8b-diazaacenaphthylene-4-carboxamide). Reaction SMILES: [N:1]1[CH:2]=[C:3]2[N:12]3[C:7](=[CH:8][CH:9]=[CH:10][C:11]=13)[S:6][C:5]([C:13]([OH:15])=O)=[CH:4]2.ON1C(=O)CCC1=O.Cl.C(N=C=NCCCN(C)C)C.[C:36]([O:40][C:41]([N:43]1[CH2:48][CH2:47][CH:46]([CH2:49][NH2:50])[CH2:45][CH2:44]1)=[O:42])([CH3:39])([CH3:38])[CH3:37].C(=O)([O-])O.[Na+]>C(#N)C.C(N(CC)CC)C>[C:36]([O:40][C:41]([N:43]1[CH2:48][CH2:47][CH:46]([CH2:49][NH:50][C:13]([C:5]2[S:6][C:7]3[N:12]4[C:3](=[CH:2][N:1]=[C:11]4[CH:10]=[CH:9][CH:8]=3)[CH:4]=2)=[O:15])[CH2:45][CH2:44]1)=[O:42])([CH3:39])([CH3:38])[CH3:37] |f:2.3,5.6|. Procedure: While 26.48 g (121.3 mM) of 5-thia-1,8b-diazaacenaphthylene-4-carboxylic acid and 15.4 g (133 mM) of N-hydroxysuccinimide were stirred together in 250 ml of acetonitrile, 25.6 g (133 mM) of 1-ethyl-3-(3-dimethylaminopropyl)carbodiimide hydrochloride was added and the mixture was stirred at room temperature for 6 hours. To this reaction mixture was added 20.3 ml (146 mM) of triethylamine as well as 27.3 g (127 mM) of 1-(tert-butoxycarbonyl)piperidin-4-ylmethylamine and the mixture was stirred at ... Reactants: Cc1nc(Br)ccc1[N+](=O)[O-], O=C([O-])[O-], CS(C)=O, [K+], [K+], O, c1nc[nH]n1. The product is Cc1nc(-n2cncn2)ccc1[N+](=O)[O-]. Reaction SMILES: [Br:1][c:2]1[n:3][c:4]([CH3:11])[c:5]([N+:8](=[O:9])[O-:10])[cH:6][cH:7]1.[C:17](=[O:18])([O-:19])[O-:20].[CH3:24][S:25]([CH3:26])=[O:27].[K+:21].[K+:22].[OH2:23].[nH:12]1[n:13][cH:14][n:15][cH:16]1>>[c:2]1(-[n:12]2[n:13][cH:14][n:15][cH:16]2)[n:3][c:4]([CH3:11])[c:5]([N+:8](=[O:9])[O-:10])[cH:6][cH:7]1. Reactants: N1=C(C=NC=C1)C1=CC=C(S1)C=O (5-pyrazinyl-2-thiophenecarboxaldehyde), N1(N=CC=C1)C1=CC=C(C=O)C=C1 (4-(1H-pyrazol-1-yl)-benzaldehyde). Product: N1=C(C=NC=C1)C1=CC=C(S1)/C=C/C=O ((2E)-3-(5-pyrazinyl-2-thienyl)-2-propenal). RXN SMILES: [N:1]1[CH:6]=[CH:5][N:4]=[CH:3][C:2]=1[C:7]1[S:11][C:10]([CH:12]=O)=[CH:9][CH:8]=1.N1(C2C=C[C:22]([CH:23]=[O:24])=CC=2)C=CC=N1>>[N:1]1[CH:6]=[CH:5][N:4]=[CH:3][C:2]=1[C:7]1[S:11][C:10](/[CH:12]=[CH:22]/[CH:23]=[O:24])=[CH:9][CH:8]=1. Procedure details: The title compound was prepared by a procedure analogous to Reference Example 30 by substituting 5-pyrazinyl-2-thiophenecarboxaldehyde (prepared as described in Reference Example 87) for the 4-(1H-pyrazol-1-yl)-benzaldehyde of Reference Example 30. MS 217 (M+H)+. Reactants: CC1=C(C=CC=2C3=CC=C(C=C3CC12)N)CC(=O)O (methyl 7-aminofluorene-2-acetic acid), S(O)(O)(=O)=O (sulfuric acid), diazonium, Cl (hydrochloric acid), N(=O)[O-].[Na+] (sodium nitrite). Solvent: O (water), O (water), O (water). Run at time 2 hour. Yields the product OC1=CC=C2C=3C=CC(=CC3CC2=C1)CC(=O)O (7-Hydroxyfluorene-2-acetic acid). Reaction SMILES: C[C:2]1[C:14]2[CH2:13][C:12]3[C:7](=[CH:8][CH:9]=[C:10](N)[CH:11]=3)[C:6]=2[CH:5]=[CH:4][C:3]=1[CH2:16][C:17]([OH:19])=[O:18].Cl.N([O-])=[O:22].[Na+].S(=O)(=O)(O)O>O>[OH:22][C:9]1[CH:8]=[C:7]2[C:12]([C:13]3[CH:5]=[CH:4][C:3]([CH2:16][C:17]([OH:19])=[O:18])=[CH:2][C:14]=3[CH2:6]2)=[CH:11][CH:10]=1 |f:2.3|. Procedure details: A solution of 14.5g. of methyl 7-aminofluorene-2-acetic acid in 380ml. of water containing 14ml. of concentrated hydrochloric acid is cooled to 2° and a solution of 3.63g. of sodium nitrite in 15ml. of water added dropwise while stirring. The diazonium solution is added over a 1 hour period while stirring to a refluxing solution of 1.1 liters of water containing 18ml. of sulfuric acid. The mixture is cooled and the solid collected by filtration. The solid is refluxed with 120ml. of 10% aqueous p... Reactants: O (water), N1C(=NC2=C1C=CC=C2)N2N=CC(=C2)C2=NN(C=1C2=NC=CC1)CC ((1-(1H-benzo[d]imidazol-2-yl)-1H-pyrazol-4-yl]-1-ethyl-1H-pyrazolo[4,3-b]pyridine), CI (MeI), C(=O)([O-])[O-].[Cs+].[Cs+] (Cs2CO3). Run in CN(C)C=O (DMF). Conditions: time 3 hour. Yields the product C(C)N1N=C(C2=NC=CC=C21)C=2C=NN(C2)C2=NC1=C(N2C)C=CC=C1 (1-Ethyl-3-[1-(1-methyl-1H-benzimidazol-2-yl)-1H-pyrazol-4-yl]-1H-pyrazolo[4,3-b]pyridine). Isolated yield 57.5%. Reaction SMILES: [NH:1]1[C:5]2[CH:6]=[CH:7][CH:8]=[CH:9][C:4]=2[N:3]=[C:2]1[N:10]1[CH:14]=[C:13]([C:15]2[C:19]3=[N:20][CH:21]=[CH:22][CH:23]=[C:18]3[N:17]([CH2:24][CH3:25])[N:16]=2)[CH:12]=[N:11]1.CI.[C:28]([O-])([O-])=O.[Cs+].[Cs+].O>CN(C=O)C>[CH2:24]([N:17]1[C:18]2[C:19](=[N:20][CH:21]=[CH:22][CH:23]=2)[C:15]([C:13]2[CH:12]=[N:11][N:10]([C:2]3[N:1]([CH3:28])[C:5]4[CH:6]=[CH:7][CH:8]=[CH:9][C:4]=4[N:3]=3)[CH:14]=2)=[N:16]1)[CH3:25] |f:2.3.4|. Procedure details: A mixture of 3-[(1-(1H-benzo[d]imidazol-2-yl)-1H-pyrazol-4-yl]-1-ethyl-1H-pyrazolo[4,3-b]pyridine (8 mg), MeI (2.278 μL) and Cs2CO3 (15.83 mg) in DMF (2 mL) was stirred at room temperature for 3 h, treated with water, and extracted with AcOEt. The organic layer was dried over MgSO4 and concentrated under reduced pressure. The residue was purified by silica gel column chromatography (AcOEt/hexane). Crystallization from AcOEt/hexane gave the title compound (4.80 mg). The reactants are CC(=O)O, O=C1C=C(O)C(=Cc2cccc(Cl)c2Cl)N1, O=N[O-], [Na+]. Product: O=C1NC(=Cc2cccc(Cl)c2Cl)C(=O)C1=NO. RXN SMILES: [CH3:21][C:22](=[O:23])[OH:24].[Cl:5][c:6]1[c:7]([CH:8]=[C:9]2[C:10]([OH:15])=[CH:11][C:12](=[O:14])[NH:13]2)[cH:16][cH:17][cH:18][c:19]1[Cl:20].[N:1](=[O:2])[O-:3].[Na+:4]>>[N:1]([OH:3])=[C:11]1[C:10](=[O:15])[C:9](=[CH:8][c:7]2[c:6]([Cl:5])[c:19]([Cl:20])[cH:18][cH:17][cH:16]2)[NH:13][C:12]1=[O:14]. Run in C(Cl)Cl (methylene chloride). Reported procedure: Methyl 4-aminobenzoate (Aldrich, 5.0 g, 33 mmol) was dissolved in 120 mL of anhydrous methylene chloride containing pyridine (3.2 mL, 39.6 mmol), and dimethylaminopyridine (DMAP, 500 mg) was added. To the ice-cooled mixture was added dimethylcarbamyl chloride (3.34 mL, 36.3 mmol) while stirring. The stirring was continued for 16 h at room temperature. The reaction was quenched with water (50 mL) and the organic layer separated. The aqueous layer was extracted with chloroform (50 mL). The combine... Yields the product CN(C(=O)NC1=CC=C(C(=O)OC)C=C1)C (methyl 4-(N,N-dimethylcarbamyl)aminobenzoate). Starting materials: ice, NC1=CC=C(C(=O)OC)C=C1 (Methyl 4-aminobenzoate), N1=CC=CC=C1 (pyridine), CN(C)C1=NC=CC=C1 (dimethylaminopyridine), CN(C(=O)Cl)C (dimethylcarbamyl chloride). Conditions: time 16 hour. Reaction SMILES: [NH2:1][C:2]1[CH:11]=[CH:10][C:5]([C:6]([O:8][CH3:9])=[O:7])=[CH:4][CH:3]=1.N1C=CC=CC=1.CN(C1C=CC=CN=1)C.[CH3:27][N:28]([CH3:32])[C:29](Cl)=[O:30]>C(Cl)Cl>[CH3:27][N:28]([CH3:32])[C:29]([NH:1][C:2]1[CH:3]=[CH:4][C:5]([C:6]([O:8][CH3:9])=[O:7])=[CH:10][CH:11]=1)=[O:30]. The yield is 12.1%.